From a dataset of the Open Reaction Database (ORD), a public repository of structured organic reaction records. describe an organic reaction: reactants, conditions, products, and yield Reactants: COC(CN=[N+]=[N-])=O (methylazidoacetate), FC1=C(C=O)C=CC=C1OCC1=CC=CC=C1 (2-Fluoro-3-benzyloxy benzaldehyde), C[O-].[Na+] (sodium methoxide). The solvent is CO (methanol), CO (methanol). Run at temperature 5 celsius, time 20 minute. Yields the product COC(C(=CC1=C(C(=CC=C1)OCC1=CC=CC=C1)F)N=[N+]=[N-])=O (Methyl-2-azido-3-(2-fluoro-3-benzyloxyphenyl)propenoate). Reaction SMILES: [CH3:1][O:2][C:3](=[O:8])[CH2:4][N:5]=[N+:6]=[N-:7].[F:9][C:10]1[C:17]([O:18][CH2:19][C:20]2[CH:25]=[CH:24][CH:23]=[CH:22][CH:21]=2)=[CH:16][CH:15]=[CH:14][C:11]=1[CH:12]=O.C[O-].[Na+]>CO>[CH3:1][O:2][C:3](=[O:8])[C:4]([N:5]=[N+:6]=[N-:7])=[CH:12][C:11]1[CH:14]=[CH:15][CH:16]=[C:17]([O:18][CH2:19][C:20]2[CH:21]=[CH:22][CH:23]=[CH:24][CH:25]=2)[C:10]=1[F:9] |f:2.3|. Procedure details: A mixture of methylazidoacetate (36.64 g) and 2-Fluoro-3-benzyloxy benzaldehyde (18.32 g) in methanol (250 ml) was added dropwise, with stirring, over 1 hour to a mixture of sodium methoxide (17.20 g) in methanol (100 ml) at −25° C. under a stream of argon. Mixture was left to stir for 20 minutes, allowed to warm to 5° C. and stirred overnight. Reactants: polyphosphoric acid, ClC1=CC=C(CC2=C(C=CC=C2)CCC(=O)O)C=C1 (3-[o-(p-chlorobenzyl)phenyl]propionic acid), ice water, O=P12OP3(=O)OP(=O)(O1)OP(=O)(O2)O3 (phosphorus pentoxide), P(O)(O)(O)=O (phosphoric acid). Run at time 2 hour. The product is ClC1=CC=C(CC2=C3CCC(C3=CC=C2)=O)C=C1 (4-(p-chlorobenzyl)indan-1-one). Reaction SMILES: O=P12OP3(OP(OP(O3)(O1)=O)(=O)O2)=O.P(=O)(O)(O)O.[Cl:20][C:21]1[CH:38]=[CH:37][C:24]([CH2:25][C:26]2[CH:31]=[CH:30][CH:29]=[CH:28][C:27]=2[CH2:32][CH2:33][C:34]([OH:36])=O)=[CH:23][CH:22]=1>>[Cl:20][C:21]1[CH:22]=[CH:23][C:24]([CH2:25][C:26]2[CH:31]=[CH:30][CH:29]=[C:28]3[C:27]=2[CH2:32][CH2:33][C:34]3=[O:36])=[CH:37][CH:38]=1. Reported procedure: To stirred polyphosphoric acid, prepared from 100 g. of phosphorus pentoxide and 70 ml. of phosphoric acid, 5.0 g. of 3-[o-(p-chlorobenzyl)phenyl]propionic acid is added. The mixture is stirred at 110°-120° C for 2 hours. Upon addition of ice-water, yellow crystals separate out. These crystals are collected by filtration, washed with water and dried. The crystals are purified by column chromatography (silica gel; eluted with a 40 : 1 mixture of benzene and ethyl acetate. The described procedure ... Reactants: BrC=1N=C2C(=NC1)N(C=C2C(C(C)(C)C)=O)COCC[Si](C)(C)C (1-[2-bromo-5-(2-trimethylsilanyl-ethoxymethyl)-5H-pyrrolo[2,3-b]pyrazin-7-yl]-2,2-dimethyl-propan-1-one), CNC1CCCC1 (methylcyclopentylamine), CNC1CCCC1 (methylcyclopentylamine). Solvent: CN1CCCC1=O (N-methyl pyrrolidinone). Conditions: temperature 200 celsius, time 3 day. The product is EtOAc hexanes, C1(CCCC1)N(C=1N=C2C(=NC1)N(C=C2C(C(C)(C)C)=O)COCC[Si](C)(C)C)C (1-[2-(cyclopentyl-methyl-amino)-5-(2-trimethylsilanyl-ethoxymethyl)-5H-pyrrolo[2,3-b]pyrazin-7-yl]-2,2-dimethyl-propan-1-one). The yield is 56.6%. Reaction SMILES: Br[C:2]1[N:3]=[C:4]2[C:10]([C:11](=[O:16])[C:12]([CH3:15])([CH3:14])[CH3:13])=[CH:9][N:8]([CH2:17][O:18][CH2:19][CH2:20][Si:21]([CH3:24])([CH3:23])[CH3:22])[C:5]2=[N:6][CH:7]=1.[CH3:25][NH:26][CH:27]1[CH2:31][CH2:30][CH2:29][CH2:28]1>CN1C(=O)CCC1>[CH:27]1([N:26]([CH3:25])[C:2]2[N:3]=[C:4]3[C:10]([C:11](=[O:16])[C:12]([CH3:15])([CH3:14])[CH3:13])=[CH:9][N:8]([CH2:17][O:18][CH2:19][CH2:20][Si:21]([CH3:24])([CH3:23])[CH3:22])[C:5]3=[N:6][CH:7]=2)[CH2:31][CH2:30][CH2:29][CH2:28]1. Procedure: A solution of 1-[2-bromo-5-(2-trimethylsilanyl-ethoxymethyl)-5H-pyrrolo[2,3-b]pyrazin-7-yl]-2,2-dimethyl-propan-1-one (0.051 g, 0.123 mmol) and methylcyclopentylamine (0.050 mL, 0.44 mmol) in 1 mL of N-methyl pyrrolidinone in a sealed tube was stirred at 200° C. for 20 h. Additional methylcyclopentylamine (0.100 mL, 0.88 mmol) was added, and the solution stirred at 200° C. for 3 d. After cooling, the dark orange solution was partitioned between 10 mL of ethyl acetate and 10 mL of a 10% citric ac... Run in O (water). Starting materials: OC1=CC2=C(C(C=CO2)=O)C=C1 (7-hydroxy-4(4H)-benzopyranone), C1=CC2=C(C=C1C=O)OCO2 (piperonal), Cl (hydrochloric acid), CO (methanol). Reaction conditions: time 1 hour. Yield: 14.6%. Reported procedure: After 7-hydroxy-4(4H)-benzopyranone 1.0 g and piperonal 1.0 g were added to a mixture of concentrated hydrochloric acid 50 ml and methanol 75 ml, the mixture was refluxed for two hours and cooled to room temperature, and water 200 ml was added. The mixture was allowed to stand for one hour and the precipitated crystals were filtered. The crystals were dried over phosphorous pentoxide for four hours under reduced pressure to obtain the desired compound 0.266 g. RXN SMILES: [OH:1][C:2]1[CH:12]=[CH:11][C:5]2[C:6](=[O:10])[CH:7]=[CH:8][O:9][C:4]=2[CH:3]=1.[CH:13]1[C:18]([CH:19]=O)=[CH:17][C:16]2[O:21][CH2:22][O:23][C:15]=2[CH:14]=1.Cl.CO>O>[OH:1][C:2]1[CH:12]=[CH:11][C:5]2[C:6](=[O:10])[C:7](=[CH:19][C:18]3[CH:13]=[CH:14][C:15]4[O:23][CH2:22][O:21][C:16]=4[CH:17]=3)[CH2:8][O:9][C:4]=2[CH:3]=1. Product: OC1=CC2=C(C(C(CO2)=CC2=CC=3OCOC3C=C2)=O)C=C1 (7-hydroxy-3-piperonylidene-4(4H)-benzopyranone). Reactants: O=C(CCCC(=O)O)C#C[Si](C)(C)C (5-oxo-7-(trimethylsilyl)hept-6-ynoic acid), Borax. Solvent: O (water), CO (methanol). Run at temperature 45 celsius, time 18 hour. The product is O=C(CCCC(=O)O)C#C (5-oxohept-6-ynoic acid). As a reaction SMILES: [O:1]=[C:2]([C:9]#[C:10][Si](C)(C)C)[CH2:3][CH2:4][CH2:5][C:6]([OH:8])=[O:7]>CO.O>[O:1]=[C:2]([C:9]#[CH:10])[CH2:3][CH2:4][CH2:5][C:6]([OH:8])=[O:7]. Procedure details: The known 5-oxo-7-(trimethylsilyl)hept-6-ynoic acid (1.15 g, 2; prepared using the procedure described in J. Org. Chem., Vol. 62, No. 4, 1997, p. 982-991) was dissolved in methanol (40 ml) and a solution of Borax (Na2B4O7×10H2O, 2.7 g) in water (6 ml) was added. The resulting reaction mixture was stirred for 18 h at 45° C. under argon. The reaction mixture was then quenched by the addition of 1 M HCl (20 ml) and methanol removed in vacuo. The remaining aqueous solution was then extracted with et... The reactants are O=C([O-])[O-], CC#N, COc1cc2c(nc1OC)c(-c1cc3c(CCl)ccnc3n1S(=O)(=O)c1ccc(C)cc1)cn2C, ClCCl, [K+], [K+], O, Oc1ccccc1. Yields the product COc1cc2c(nc1OC)c(-c1cc3c(COc4ccccc4)ccnc3n1S(=O)(=O)c1ccc(C)cc1)cn2C. Reaction SMILES: [C:43](=[O:44])([O-:45])[O-:46].[CH3:49][C:50]#[N:51].[Cl:1][CH2:2][c:3]1[c:4]2[c:5]([n:6][cH:7][cH:8]1)[n:9]([S:26](=[O:27])(=[O:28])[c:29]1[cH:30][cH:31][c:32]([CH3:35])[cH:33][cH:34]1)[c:10](-[c:12]1[cH:13][n:14]([CH3:25])[c:15]3[c:16]1[n:17][c:18]([O:23][CH3:24])[c:19]([O:21][CH3:22])[cH:20]3)[cH:11]2.[Cl:53][CH2:54][Cl:55].[K+:47].[K+:48].[OH2:52].[OH:36][c:37]1[cH:38][cH:39][cH:40][cH:41][cH:42]1>>[CH2:2]([c:3]1[c:4]2[c:5]([n:6][cH:7][cH:8]1)[n:9]([S:26](=[O:27])(=[O:28])[c:29]1[cH:30][cH:31][c:32]([CH3:35])[cH:33][cH:34]1)[c:10](-[c:12]1[cH:13][n:14]([CH3:25])[c:15]3[c:16]1[n:17][c:18]([O:23][CH3:24])[c:19]([O:21][CH3:22])[cH:20]3)[cH:11]2)[O:36][c:37]1[cH:38][cH:39][cH:40][cH:41][cH:42]1. Starting materials: O1CCC(CC1)C1=CN=C(S1)N (5-(tetrahydro-2H-pyran-4-yl)thiazol-2-amine), COCCBr (2-bromoethyl methyl ether). Product: Br.COCCN1C(SC(=C1)C1CCOCC1)=N (3-(2-methoxyethyl)-5-(tetrahydro-2H-pyran-4-yl)thiazol-2(3H)-imine hydrobromide). As a reaction SMILES: [O:1]1[CH2:6][CH2:5][CH:4]([C:7]2[S:11][C:10]([NH2:12])=[N:9][CH:8]=2)[CH2:3][CH2:2]1.[CH3:13][O:14][CH2:15][CH2:16][Br:17]>>[BrH:17].[CH3:13][O:14][CH2:15][CH2:16][N:9]1[CH:8]=[C:7]([CH:4]2[CH2:3][CH2:2][O:1][CH2:6][CH2:5]2)[S:11][C:10]1=[NH:12] |f:2.3|. Reported procedure: A mixture of Example 138A and commercially available 2-bromoethyl methyl ether (Aldrich) was processed using the method described in Example 46A to afford the title compound. MS (ESI+) m/z 24.3 (M+H)+. Reactants: N#Cc1cc(Cl)cc(Oc2c(Cl)ccc3c2nnn3CC(=O)O)c1, O=C(Cl)C(=O)Cl, ClCCl, Nc1ccncc1C(F)(F)F, CN(C)C=O. The product is N#Cc1cc(Cl)cc(Oc2c(Cl)ccc3c2nnn3CC(=O)Nc2ccncc2C(F)(F)F)c1. As a reaction SMILES: [Cl:1][c:2]1[c:3]([O:15][c:16]2[cH:17][c:18]([Cl:24])[cH:19][c:20]([C:22]#[N:23])[cH:21]2)[c:4]2[c:5]([n:6]([CH2:9][C:10](=[O:11])[OH:12])[n:7][n:8]2)[cH:13][cH:14]1.[Cl:25][C:26]([C:27]([Cl:28])=[O:29])=[O:30].[Cl:47][CH2:48][Cl:49].[F:36][C:37]([c:38]1[cH:39][n:40][cH:41][cH:42][c:43]1[NH2:44])([F:45])[F:46].[O:31]=[CH:32][N:33]([CH3:34])[CH3:35]>>[Cl:1][c:2]1[c:3]([O:15][c:16]2[cH:17][c:18]([Cl:24])[cH:19][c:20]([C:22]#[N:23])[cH:21]2)[c:4]2[c:5]([n:6]([CH2:9][C:10](=[O:11])[NH:44][c:43]3[c:38]([C:37]([F:36])([F:45])[F:46])[cH:39][n:40][cH:41][cH:42]3)[n:7][n:8]2)[cH:13][cH:14]1. Reactants: C(C)(=O)O[C@H]1C(SC[C@H]([C@@H]1OC(C)=O)OC(C)=O)Br (2,3,4-tri-O-acetyl-5-thio-D-xylopyranosyl bromide), SC1=CC=C(C#N)C=C1 (4-mercaptobenzonitrile). Reagents/catalysts: [Cl-].[Zn+2].[Cl-] (zinc chloride), [N-]1C=NC=C1.[Ag+] (silver imidazolate). The solvent is C(C)#N (acetonitrile). Run at temperature 50 celsius. Product: C(C)(=O)O[C@H]1[C@H](SC2=CC=C(C=C2)C#N)SC[C@H]([C@@H]1OC(C)=O)OC(C)=O (4-cyanophenyl 2,3,4-tri-O-acetyl-1,5-dithio-β-D-xylopyranoside). Isolated yield 16.5%. As a reaction SMILES: [C:1]([O:4][C@@H:5]1[C@@H:10]([O:11][C:12](=[O:14])[CH3:13])[C@H:9]([O:15][C:16](=[O:18])[CH3:17])[CH2:8][S:7][CH:6]1Br)(=[O:3])[CH3:2].[SH:20][C:21]1[CH:28]=[CH:27][C:24]([C:25]#[N:26])=[CH:23][CH:22]=1>C(#N)C.[Cl-].[Zn+2].[Cl-].[N-]1C=CN=C1.[Ag+]>[C:1]([O:4][C@@H:5]1[C@@H:10]([O:11][C:12](=[O:14])[CH3:13])[C@H:9]([O:15][C:16](=[O:18])[CH3:17])[CH2:8][S:7][C@H:6]1[S:20][C:21]1[CH:28]=[CH:27][C:24]([C:25]#[N:26])=[CH:23][CH:22]=1)(=[O:3])[CH3:2] |f:3.4.5,6.7|. Procedure: A suspension of 625 mg (1.76.10-3 mol) of 2,3,4-tri-O-acetyl-5-thio-D-xylopyranosyl bromide, 200 mg (1.48.10-3 mol) of 4-mercaptobenzonitrile and a 400 pm molecular sieve in 10 ml of acetonitrile is stirred in the presence of 605 mg (4.4.10-3 mol) of zinc chloride and 310 mg (1.8.10-3 mol) of silver imidazolate, in the absence of light, under an inert atmosphere. After heating at 50° C. for 3 h, the reaction mixture is filtered on Celite® in ethyl acetate. The filtrate is washed with a 1N soluti...